Dataset: the Open Reaction Database (ORD), a public repository of structured organic reaction records. Task: describe an organic reaction: reactants, conditions, products, and yield Reaction SMILES: N(OS(=O)(=O)O)=O.N([O-])=O.[Na+].S(=O)(=O)(O)O.[Cl:17][C:18]1[CH:24]=[C:23]([C:25]([F:28])([F:27])[F:26])[CH:22]=[C:21]([Cl:29])[C:19]=1N.[BrH:30]>C(O)(=O)C.O>[Br:30][C:19]1[C:18]([Cl:17])=[CH:24][C:23]([C:25]([F:28])([F:27])[F:26])=[CH:22][C:21]=1[Cl:29] |f:1.2|. Conditions: time 1 hour. Reactants: N(=O)OS(O)(=O)=O (Nitrosyl sulphuric acid), N(=O)[O-].[Na+] (sodium nitrite), S(O)(O)(=O)=O (sulphuric acid), diazonium, cuprous bromide, Br (hydrobromic acid), ice, ClC1=C(N)C(=CC(=C1)C(F)(F)F)Cl (2,6-dichloro-4-trifluoromethylaniline). Yields the product BrC1=C(C=C(C=C1Cl)C(F)(F)F)Cl (1-bromo-2,6-dichloro-4-trifluoromethylbenzene). Solvent: O (water), C(C)(=O)O (acetic acid). Procedure: Nitrosyl sulphuric acid, prepared from sodium nitrite (69 g, 1 mol) and concentrated sulphuric acid (600 ml) was added dropwise with stirring to a cooled solution of 2,6-dichloro-4-trifluoromethylaniline (230 g, 1 mol) in glacial acetic acid (1250 ml) at 15°-20° C. The mixture was stirred for 1 hour at ambient temperature. The diazonium mixture was run slowly into a solution prepared from cuprous bromide (143.4 g, 1 mol), hydrobromic acid (48%, 1 l) and ice (approx. 1000 g) at a rate so as not t... Reactants: Nc1ccccc1, O, O=C(Cl)Cc1ccccc1, c1ccccc1. Product: O=C(Cc1ccccc1)Nc1ccccc1. RXN SMILES: [NH2:17][c:18]1[cH:19][cH:20][cH:21][cH:22][cH:23]1.[OH2:24].[c:1]1([CH2:7][C:8](=[O:9])[Cl:10])[cH:2][cH:3][cH:4][cH:5][cH:6]1.[cH:11]1[cH:12][cH:13][cH:14][cH:15][cH:16]1>>[c:1]1([CH2:7][C:8](=[O:9])[NH:17][c:18]2[cH:19][cH:20][cH:21][cH:22][cH:23]2)[cH:2][cH:3][cH:4][cH:5][cH:6]1. The reactants are N#Cc1ccc(Nn2cncn2)cc1, ClCc1ccc(Cl)cc1. Yields the product N#Cc1ccc(N(Cc2ccc(Cl)cc2)n2cncn2)cc1. As a reaction SMILES: [C:1](#[N:2])[c:3]1[cH:4][cH:5][c:6]([NH:9][n:10]2[n:11][cH:12][n:13][cH:14]2)[cH:7][cH:8]1.[Cl:15][c:16]1[cH:17][cH:18][c:19]([CH2:20][Cl:21])[cH:22][cH:23]1>>[C:1](#[N:2])[c:3]1[cH:4][cH:5][c:6]([N:9]([n:10]2[n:11][cH:12][n:13][cH:14]2)[CH2:20][c:19]2[cH:18][cH:17][c:16]([Cl:15])[cH:23][cH:22]2)[cH:7][cH:8]1. Starting materials: FC=1C=CC(=C(C1)O)[N+](=O)[O-] (5-fluoro-2-nitrophenol), [Sn](Cl)Cl (tin (II) chloride), C([O-])(O)=O.[Na+] (sodium bicarbonate). Solvent: C(C)O (ethanol). Run at temperature 80 celsius, time 30 minute. Yields the product NC1=C(C=C(C=C1)F)O (2-amino-5-fluoro phenol). The yield is 82.9%. RXN SMILES: [F:1][C:2]1[CH:3]=[CH:4][C:5]([N+:9]([O-])=O)=[C:6]([OH:8])[CH:7]=1.[Sn](Cl)Cl.C(=O)(O)[O-].[Na+]>C(O)C>[NH2:9][C:5]1[CH:4]=[CH:3][C:2]([F:1])=[CH:7][C:6]=1[OH:8] |f:2.3|. Reported procedure: A mixture of 5-fluoro-2-nitrophenol (500 mg, 3.18 mmol) and tin (II) chloride (1.76 g, 9.2 mmol) in ethanol (10 mL) was heated at 80° C. under argon. After 30 min, the starting material had disappeared and the solution was allowed to cool down and then poured into ice. The pH was made slightly basic (pH 7-8), by addition of 5% aqueous sodium bicarbonate, before being extracted with ethyl acetate. The organic phase was washed with brine, dried over MgSO4 and filtered. Evaporation of the solvent g...